Task: describe an organic reaction: reactants, conditions, products, and yield. Dataset: the Open Reaction Database (ORD), a public repository of structured organic reaction records Reactants: CC(C)O, COCCOc1cc2nccc(Cl)c2cc1C#N, Cl, Cc1ccc(N)cc1O. Product: Cl, COCCOc1cc2nccc(Nc3ccc(C)c(O)c3)c2cc1C#N. Reaction SMILES: [CH:29]([OH:30])([CH3:31])[CH3:32].[Cl:2][c:3]1[cH:4][cH:5][n:6][c:7]2[cH:8][c:9]([O:15][CH2:16][CH2:17][O:18][CH3:19])[c:10]([C:13]#[N:14])[cH:11][c:12]12.[ClH:1].[OH:20][c:21]1[cH:22][c:23]([NH2:24])[cH:25][cH:26][c:27]1[CH3:28]>>[ClH:2].[c:3]1([NH:24][c:23]2[cH:22][c:21]([OH:20])[c:27]([CH3:28])[cH:26][cH:25]2)[cH:4][cH:5][n:6][c:7]2[cH:8][c:9]([O:15][CH2:16][CH2:17][O:18][CH3:19])[c:10]([C:13]#[N:14])[cH:11][c:12]12. Reactants: Cc1noc(NC(=O)OCC(Cl)(Cl)Cl)c1C, CS(C)=O, CCN(C(C)C)C(C)C, FC(F)(F)c1cccc(-c2csc(N3CCNCC3)n2)c1, O. Product: Cc1noc(NC(=O)N2CCN(c3nc(-c4cccc(C(F)(F)F)c4)cs3)CC2)c1C. Reaction SMILES: [CH3:1][c:2]1[n:3][o:4][c:5]([NH:8][C:9]([O:10][CH2:11][C:12]([Cl:13])([Cl:14])[Cl:15])=[O:16])[c:6]1[CH3:7].[CH3:48][S:49](=[O:50])[CH3:51].[CH:38]([N:39]([CH:40]([CH3:41])[CH3:42])[CH2:43][CH3:44])([CH3:45])[CH3:46].[F:17][C:18]([c:19]1[cH:20][c:21](-[c:25]2[n:26][c:27]([N:30]3[CH2:31][CH2:32][NH:33][CH2:34][CH2:35]3)[s:28][cH:29]2)[cH:22][cH:23][cH:24]1)([F:36])[F:37].[OH2:47]>>[CH3:1][c:2]1[n:3][o:4][c:5]([NH:8][C:9](=[O:16])[N:33]2[CH2:32][CH2:31][N:30]([c:27]3[n:26][c:25](-[c:21]4[cH:20][c:19]([C:18]([F:17])([F:36])[F:37])[cH:24][cH:23][cH:22]4)[cH:29][s:28]3)[CH2:35][CH2:34]2)[c:6]1[CH3:7].